Dataset: the Open Reaction Database (ORD), a public repository of structured organic reaction records. Task: describe an organic reaction: reactants, conditions, products, and yield Reactants: [H-].[Na+] (Sodium hydride), ClC1=C(C=CC=C1)C1C(=C(NC(=C1C(=O)OC)C)COCCO)C(=O)OCC (4-(2-chlorophenyl)-3-ethoxycarbonyl-2-(2-hydroxyethoxymethyl)-5-methoxycarbonyl-6-methyl-1,4-dihydropyridine), ClC1=NC=CC=N1 (2-chloropyrimidine). Solvent: O1CCCC1 (tetrahydrofuran). Run at time 45 minute. The product is ClC1=C(C=CC=C1)C1C(=C(NC(=C1C(=O)OC)C)COCCOC1=NC=CC=N1)C(=O)OCC (4-(2-Chlorophenyl)-3-ethoxycarbonyl-5-methoxycarbonyl-6-methyl-2-[2-(2-pyrimidinyloxy)ethoxymethyl]-1,4-dihydropyridine). The yield is 12.6%. As a reaction SMILES: [H-].[Na+].[Cl:3][C:4]1[CH:9]=[CH:8][CH:7]=[CH:6][C:5]=1[CH:10]1[C:15]([C:16]([O:18][CH3:19])=[O:17])=[C:14]([CH3:20])[NH:13][C:12]([CH2:21][O:22][CH2:23][CH2:24][OH:25])=[C:11]1[C:26]([O:28][CH2:29][CH3:30])=[O:27].Cl[C:32]1[N:37]=[CH:36][CH:35]=[CH:34][N:33]=1>O1CCCC1>[Cl:3][C:4]1[CH:9]=[CH:8][CH:7]=[CH:6][C:5]=1[CH:10]1[C:15]([C:16]([O:18][CH3:19])=[O:17])=[C:14]([CH3:20])[NH:13][C:12]([CH2:21][O:22][CH2:23][CH2:24][O:25][C:32]2[N:37]=[CH:36][CH:35]=[CH:34][N:33]=2)=[C:11]1[C:26]([O:28][CH2:29][CH3:30])=[O:27] |f:0.1|. Procedure details: Sodium hydride (90 mg of an 80% by weight dispersion in oil) was added to a solution of 4-(2-chlorophenyl)-3-ethoxycarbonyl-2-(2-hydroxyethoxymethyl)-5-methoxycarbonyl-6-methyl-1,4-dihydropyridine (0.60 g) in tetrahydrofuran (20 ml) and the mixture stirred at room temperature for 45 minutes and then treated with 2-chloropyrimidine (0.17 g). The mixture was stirred at room temperature for 3 days and evaporated. The residue was dissolved in ethyl acetate and the solution washed successively with 2... The reactants are S(=O)(=O)([O-])[O-].[Na+].[Na+] (sodium sulfate), BrC=1C=C(C=O)C=C(C1O)OC (3-bromo-4-hydroxy-5-methoxybenzaldehyde), S(=O)(=O)([O-])[O-].O[NH3+].O[NH3+] (hydroxylammonium sulfate), ClC1=CC=CC2=CC=CC=C12 (1-chloronaphthalin). Run in ClCCl (dichloromethane). Run at temperature 130 celsius, time 20 minute. Product: BrC=1C=C(C#N)C=C(C1O)OC (3-bromo-4-hydroxy-5-methoxybenzonitrile). Reaction SMILES: S([O-])([O-])(=O)=O.[Na+].[Na+].[Br:8][C:9]1[CH:10]=[C:11]([CH:14]=[C:15]([O:18][CH3:19])[C:16]=1[OH:17])[CH:12]=O.S([O-])([O-])(=O)=O.O[NH3+:26].O[NH3+].ClC1C2C(=CC=CC=2)C=CC=1>ClCCl>[Br:8][C:9]1[CH:10]=[C:11]([CH:14]=[C:15]([O:18][CH3:19])[C:16]=1[OH:17])[C:12]#[N:26] |f:0.1.2,4.5.6|. Procedure details: With stirring (20 rpm), a turbine dryer is charged at room temperature with 1280 parts by weight of anhydrous sodium sulfate, 462 parts by weight of 3-bromo-4-hydroxy-5-methoxybenzaldehyde, 172 parts by weight of hydroxylammonium sulfate and 298 parts by weight of 1-chloronaphthalin. Following evacuation to 70 mbar, the mixture is heated to 130° C. and kept at this temperature for 31/2 hours. The reaction mixture is then cooled to 30° C. and nitrogen is introduced until atmospheric pressure is r... The reactants are FC(C=1C=C(C=C(C1)C(F)(F)F)[C@@H]1[C@@H](N(C(O1)=O)CC1=C(C=CC(=C1)[N+](=O)[O-])Br)C)(F)F ((4S,5R)-5-[3,5-bis(trifluoromethyl)phenyl]-3-(2-bromo-5-nitrobenzyl)-4-methyl-1,3-oxazolidin-2-one), [Sn](Cl)Cl (tin(II) chloride), C(C)O (ethanol). Run in O (water). Conditions: temperature 20 celsius, time 36 hour. Yields the product NC=1C=CC(=C(CN2C(O[C@@H]([C@@H]2C)C2=CC(=CC(=C2)C(F)(F)F)C(F)(F)F)=O)C1)Br ((4S,5R)-3-(5-amino-2-bromobenzyl)-5-[3,5-bis(trifluoromethyl)phenyl]-4-methyl-1,3-oxazolidin-2-one). Reaction SMILES: [F:1][C:2]([F:32])([F:31])[C:3]1[CH:4]=[C:5]([C@H:13]2[O:17][C:16](=[O:18])[N:15]([CH2:19][C:20]3[CH:25]=[C:24]([N+:26]([O-])=O)[CH:23]=[CH:22][C:21]=3[Br:29])[C@H:14]2[CH3:30])[CH:6]=[C:7]([C:9]([F:12])([F:11])[F:10])[CH:8]=1.[Sn](Cl)Cl.C(O)C>O>[NH2:26][C:24]1[CH:23]=[CH:22][C:21]([Br:29])=[C:20]([CH:25]=1)[CH2:19][N:15]1[C@@H:14]([CH3:30])[C@@H:13]([C:5]2[CH:6]=[C:7]([C:9]([F:10])([F:11])[F:12])[CH:8]=[C:3]([C:2]([F:31])([F:32])[F:1])[CH:4]=2)[O:17][C:16]1=[O:18]. Reported procedure: A mixture of (4S,5R)-5-[3,5-bis(trifluoromethyl)phenyl]-3-(2-bromo-5-nitrobenzyl)-4-methyl-1,3-oxazolidin-2-one (614 mg, 1.17 mmol), tin(II) chloride dehydrate (1.314 g, 5.823 mmol) and ethanol (3 mL) was stirred at 20° C. for 36 h. Reaction crude was worked up with water. The resulting mixture was extracted with EtOAc and dried over Na2SO4. The titled compound was obtained as a glassy material after SiO2 purification (Biotage 40+M, gradient, 0% to 35% EtOAc in hexanes). LC-MS: 499.05 (M+1)+. 1H... Starting materials: FC1(CC(CCC1)(O)CNC(=O)C=1C=2C=CC(=NC2C=CC1Cl)Cl)F (2,6-dichloro-quinoline-5-carboxylic acid (3,3-difluoro-1-hydroxycyclohexylmethyl)-amide), CCN(C(C)C)C(C)C (DIPEA), FC1(CNCC1)F (3,3-difluoropyrrolidine). The product is FC1(CC(CCC1)(O)CNC(=O)C=1C=2C=CC(=NC2C=CC1Cl)N1CC(CC1)(F)F)F (6-Chloro-2-(3,3-difluoropyrrolidin-1-yl)-quinoline-5-carboxylic acid (3,3-difluoro-1-hydroxycyclohexylmethyl)-amide). Reaction SMILES: [F:1][C:2]1([F:25])[CH2:7][CH2:6][CH2:5][C:4]([CH2:9][NH:10][C:11]([C:13]2[C:14]3[CH:15]=[CH:16][C:17](Cl)=[N:18][C:19]=3[CH:20]=[CH:21][C:22]=2[Cl:23])=[O:12])([OH:8])[CH2:3]1.CCN(C(C)C)C(C)C.[F:35][C:36]1([F:41])[CH2:40][CH2:39][NH:38][CH2:37]1>>[F:1][C:2]1([F:25])[CH2:7][CH2:6][CH2:5][C:4]([CH2:9][NH:10][C:11]([C:13]2[C:14]3[CH:15]=[CH:16][C:17]([N:38]4[CH2:39][CH2:40][C:36]([F:41])([F:35])[CH2:37]4)=[N:18][C:19]=3[CH:20]=[CH:21][C:22]=2[Cl:23])=[O:12])([OH:8])[CH2:3]1. Reported procedure: The title compound was synthesized according to the procedure described in example 1 using 2,6-dichloro-quinoline-5-carboxylic acid (3,3-difluoro-1-hydroxycyclohexylmethyl)-amide, DIPEA and 3,3-difluoropyrrolidine. 1H NMR (400 MHz, DMSO-d6) δ ppm 8.75 (1H), 7.85 (m, 1H), 7.58 (2H), 7.05 (1H), 4.61 (s, 1H), 4.01 (m, 2H), 3.80 (m, 2H), 3.45 (m, 1H), 3.26 (m, 2H), 2.44 (m, 2H), 2.06 (m, 2H), 1.85 (m, 2H), 1.74-1.76 (m, 5H), 1.27-1.32 (m, 2H). m/z: 460 [M+H] Starting materials: IC1=CC=C(OCC(=O)O)C=C1 ((4-iodo-phenoxy)acetic acid), NC=1C=C(C(=O)N)C=CC1 (3-amino-benzamide), Cl.CN(CCCN=C=NCC)C (N-(3-dimethylaminopropyl)-N′-ethyl carbodiimide HCl), ON1N=NC2=C1C=CC=C2 (1-hydroxybenzotriazole), C(C)(C)N(C(C)C)CC (N,N-diisopropylethylamine). Run in CN(C)C=O (DMF). Conditions: time 8 hour. Yields the product IC1=CC=C(OCC(=O)NC=2C=C(C(=O)N)C=CC2)C=C1 (3-[2-(4-iodo-phenoxy)acetyl-amino]-benzamide). Isolated yield 88.4%. As a reaction SMILES: [I:1][C:2]1[CH:12]=[CH:11][C:5]([O:6][CH2:7][C:8]([OH:10])=O)=[CH:4][CH:3]=1.[NH2:13][C:14]1[CH:15]=[C:16]([CH:20]=[CH:21][CH:22]=1)[C:17]([NH2:19])=[O:18].Cl.CN(C)CCCN=C=NCC.ON1C2C=CC=CC=2N=N1.C(N(CC)C(C)C)(C)C>CN(C=O)C>[I:1][C:2]1[CH:3]=[CH:4][C:5]([O:6][CH2:7][C:8]([NH:13][C:14]2[CH:15]=[C:16]([CH:20]=[CH:21][CH:22]=2)[C:17]([NH2:19])=[O:18])=[O:10])=[CH:11][CH:12]=1 |f:2.3|. Procedure: To (4-iodo-phenoxy)acetic acid (83.5 mg, 0.3 mmol), 3-amino-benzamide (61.3 mg, 0.45 mmol), N-(3-dimethylaminopropyl)-N′-ethyl carbodiimide HCl (EDC) (86.3 mg, 0.45 mmol) and 1-hydroxybenzotriazole (HOBt) (61.3 mg, 0.45 mmol) in DMF (3 ml) was added N,N-diisopropylethylamine, redistilled (DIPEA) (0.08 ml, 0.45 mmol). The mire was stirred overnight, and then partitioned between ethyl acetate and water. The organic phase was washed with brine, dried (MgSO4 anh), and concentrated. The residue was p... The reactants are COC=1C=C(N=NC1)OC1=CC(=NN1C)C(F)(F)F (5-Methoxy-3-[[1-methyl-3-(trifluoromethyl)-1H-pyrazol-5-yl]oxy]pyridazine), 1-oxide, P(=O)(Cl)(Cl)Cl (phosphorus oxychloride). Solvent: C(Cl)(Cl)(Cl)Cl (carbon tetrachloride). Product: ClC=1N=NC(=CC1OC)OC1=CC(=NN1C)C(F)(F)F (3-chloro-4-methoxy-6-[[1-methyl-3-(trifluoromethyl)- 1H-pyrazol-5-yl]oxy]pyridazine). The yield is 64.0%. Reaction SMILES: [CH3:1][O:2][C:3]1[CH:4]=[C:5]([O:9][C:10]2[N:14]([CH3:15])[N:13]=[C:12]([C:16]([F:19])([F:18])[F:17])[CH:11]=2)[N:6]=[N:7][CH:8]=1.P(Cl)(Cl)([Cl:22])=O>C(Cl)(Cl)(Cl)Cl>[Cl:22][C:8]1[N:7]=[N:6][C:5]([O:9][C:10]2[N:14]([CH3:15])[N:13]=[C:12]([C:16]([F:19])([F:17])[F:18])[CH:11]=2)=[CH:4][C:3]=1[O:2][CH3:1]. Procedure details: 5-Methoxy-3-[[1-methyl-3-(trifluoromethyl)-1H-pyrazol-5-yl]oxy]pyridazine, 1-oxide (Compound No. 55, 1.0 g, 0.00344 mole) and phosphorus oxychloride (0.6 g, 0.00391 mole) were refluxed under N2 in carbon tetrachloride (40 mL) for 18 hours. The mixture was then partitioned between water and ethyl acetate. The aqueous layer was extracted again with ethyl acetate and the combined organic layers were washed with saturated sodium bicarbonate, brine, filtered through silica gel with ethyl acetate and ... Reactants: NC1=C(C=C(C(=O)N(C)CCOCC)C=C1)N1C(=NC=C1)C1CCCCC1 (4-Amino-3-(2-cyclohexyl-1H-imidazol-1-yl)-N-(2-ethoxyethyl)-N-methylbenzamide), C(=O)(N1C=NC=C1)N1C=NC=C1 (1,1′-carbonyldiimidazole). Solvent: ClC1=CC=CC=C1 (chlorobenzene). Run at temperature 150 celsius. The product is C1(CCCCC1)C1=NC=C2N1C1=CC(=CC=C1NC2=O)C(=O)N(C)CCOCC (1-Cyclohexyl-N-(2-ethoxyethyl)-N-methyl-4-oxo-4,5-dihydroimidazo[1,5-a]quinoxaline-8-carboxamide). As a reaction SMILES: [NH2:1][C:2]1[CH:16]=[CH:15][C:5]([C:6]([N:8]([CH2:10][CH2:11][O:12][CH2:13][CH3:14])[CH3:9])=[O:7])=[CH:4][C:3]=1[N:17]1[CH:21]=[CH:20][N:19]=[C:18]1[CH:22]1[CH2:27][CH2:26][CH2:25][CH2:24][CH2:23]1.[C:28](N1C=CN=C1)(N1C=CN=C1)=[O:29]>ClC1C=CC=CC=1>[CH:22]1([C:18]2[N:17]3[C:3]4[C:2]([NH:1][C:28](=[O:29])[C:21]3=[CH:20][N:19]=2)=[CH:16][CH:15]=[C:5]([C:6]([N:8]([CH2:10][CH2:11][O:12][CH2:13][CH3:14])[CH3:9])=[O:7])[CH:4]=4)[CH2:27][CH2:26][CH2:25][CH2:24][CH2:23]1. Reported procedure: 4-Amino-3-(2-cyclohexyl-1H-imidazol-1-yl)-N-(2-ethoxyethyl)-N-methylbenzamide as synthesized in Production Example 50, 2.51 g, 1,1′-carbonyldiimidazole 1.32 g and chlorobenzene 32 mL were mixed, and under nitrogen atmosphere, the temperature outside the reactor was heated to 150° C. for 16 hours. Allowing the reaction liquid to cool off, the solvent was distilled off therefrom. To the residue ethyl acetate and brine were added and the organic layer was separated. The organic layer was washed wit... Starting materials: C1CCNCC1, O=C1Nc2ccccc2N(C(=O)CCl)c2cscc21, C1COCCO1. Yields the product O=C1Nc2ccccc2N(C(=O)CN2CCCCC2)c2cscc21. Reaction SMILES: [CH2:20]1[CH2:21][CH2:22][NH:23][CH2:24][CH2:25]1.[Cl:1][CH2:2][C:3](=[O:4])[N:5]1[c:6]2[c:7]([cH:17][s:18][cH:19]2)[C:8](=[O:16])[NH:9][c:10]2[c:11]1[cH:12][cH:13][cH:14][cH:15]2.[O:26]1[CH2:27][CH2:28][O:29][CH2:30][CH2:31]1>>[CH2:2]([C:3](=[O:4])[N:5]1[c:6]2[c:7]([cH:17][s:18][cH:19]2)[C:8](=[O:16])[NH:9][c:10]2[c:11]1[cH:12][cH:13][cH:14][cH:15]2)[N:23]1[CH2:22][CH2:21][CH2:20][CH2:25][CH2:24]1. Reactants: NC(CO)(CO)CO (2-amino-2-hydroxymethyl-1,3-propanediol), Cl.C(C)OCC (hydrochloric acid diethyl ether), C(C)(=O)OC(C)=O (acetic anhydride), C(C)(=O)O (acetic acid). Conditions: temperature 110 celsius. Product: C(C)(=O)OCC(COC(C)=O)(COC(C)=O)N (2-Acetoxymethyl-2-amino-1,3-diacetoxypropane). Reaction SMILES: [NH2:1][C:2]([CH2:7][OH:8])([CH2:5][OH:6])[CH2:3][OH:4].Cl.C([O:12][CH2:13][CH3:14])C.[C:15](OC(=O)C)(=[O:17])[CH3:16].[C:22](O)(=[O:24])[CH3:23]>>[C:15]([O:4][CH2:3][C:2]([NH2:1])([CH2:7][O:8][C:13](=[O:12])[CH3:14])[CH2:5][O:6][C:22](=[O:24])[CH3:23])(=[O:17])[CH3:16] |f:1.2|. Procedure details: To 2-amino-2-hydroxymethyl-1,3-propanediol (10.00 g) were added acetic acid (40.0 mL), 1N hydrochloric acid/diethyl ether solution (90.0 mL) and acetic anhydride (30.0 mL) successively. The solution was heated under reflux at 110° C. for 6 hours. The solvent was distilled off under reduced pressure, and distilled to dryness with xylene azeotropically. The resulting residue was diluted with water, washed with ethyl acetate, the aqueous layer was made to pH 8 with sodium hydrogencarbonate, and it ... The reactants are Nc1cccc(C2C3CCC2CN(C(=O)OCc2ccccc2)C3)c1, CS(=O)(=O)Cl, Cl, c1ccncc1. Yields the product CS(=O)(=O)Nc1cccc(C2C3CCC2CN(C(=O)OCc2ccccc2)C3)c1. RXN SMILES: [CH2:1]([c:2]1[cH:3][cH:4][cH:5][cH:6][cH:7]1)[O:8][C:9](=[O:10])[N:11]1[CH2:12][CH:13]2[CH2:14][CH2:15][CH:16]([CH2:17]1)[CH:18]2[c:19]1[cH:20][c:21]([NH2:25])[cH:22][cH:23][cH:24]1.[CH3:26][S:27](=[O:28])(=[O:29])[Cl:30].[ClH:31].[cH:32]1[cH:33][cH:34][n:35][cH:36][cH:37]1>>[CH2:1]([c:2]1[cH:3][cH:4][cH:5][cH:6][cH:7]1)[O:8][C:9](=[O:10])[N:11]1[CH2:12][CH:13]2[CH2:14][CH2:15][CH:16]([CH2:17]1)[CH:18]2[c:19]1[cH:20][c:21]([NH:25][S:27]([CH3:26])(=[O:28])=[O:29])[cH:22][cH:23][cH:24]1.